This data is from the Open Reaction Database (ORD), a public repository of structured organic reaction records. The task is: describe an organic reaction: reactants, conditions, products, and yield Reactants: BrC1C(C=2C(=C(SC2SC)C(=O)OCC)CC1)=O (ethyl 5-bromo-4,5,6,7-tetrahydro-3-methylthio-4-oxobenzo[c]thiophene-1-carboxylate), C(C)(=S)N (thioacetamide). The solvent is C(C)O (ethanol). Yields the product CC=1SC2=C(N1)C=1C(CC2)=C(SC1SC)C(=O)OCC (ethyl 4,5-dihydro-2-methyl-8-methylthiothieno[3,4-e]benzothiazole-6-carboxylate). Isolated yield 44.2%. RXN SMILES: Br[CH:2]1[CH2:17][CH2:16][C:5]2=[C:6]([C:11]([O:13][CH2:14][CH3:15])=[O:12])[S:7][C:8]([S:9][CH3:10])=[C:4]2[C:3]1=O.[C:19]([NH2:22])(=[S:21])[CH3:20]>C(O)C>[CH3:20][C:19]1[S:21][C:2]2[CH2:17][CH2:16][C:5]3=[C:6]([C:11]([O:13][CH2:14][CH3:15])=[O:12])[S:7][C:8]([S:9][CH3:10])=[C:4]3[C:3]=2[N:22]=1. Reported procedure: A mixture of ethyl 5-bromo-4,5,6,7-tetrahydro-3-methylthio-4-oxobenzo[c]thiophene-1-carboxylate (2.09 g), thioacetamide (0.90 g) and ethanol (100 ml) was refluxed under heating for 7 hours, after which it was concentrated under reduced pressure, diluted with water (50 ml) and extracted with ethyl acetate. The organic layer was washed with water and dried (MgSO4), after which the solvent was distilled off. The residue was subjected to silica gel column chromatography and eluted with ethyl acetate... Reactants: C(C)(C)(C)OC(COC1=CC(=CC=C1)CNCC1=CC=C(C=C1)C1=NC=CN=C1)=O ({3-[(4-Pyrazin-2-yl-benzylamino)-methyl]-phenoxy}-acetic acid tert-butyl ester), Cl.N1=CC(=CC=C1)S(=O)(=O)Cl (pyridine-3-sulfonyl chloride hydrochloride). Product: C(C)(C)(C)OC(COC1=CC(=CC=C1)CN(S(=O)(=O)C=1C=NC=CC1)CC1=CC=C(C=C1)C1=NC=CN=C1)=O ((3-{[(4-Pyrazin-2-yl-benzyl)-(pyridine-3-sulfonyl)-amino]-methyl}-phenoxy)-acetic acid tert-butyl ester). Reaction SMILES: [C:1]([O:5][C:6](=[O:30])[CH2:7][O:8][C:9]1[CH:14]=[CH:13][CH:12]=[C:11]([CH2:15][NH:16][CH2:17][C:18]2[CH:23]=[CH:22][C:21]([C:24]3[CH:29]=[N:28][CH:27]=[CH:26][N:25]=3)=[CH:20][CH:19]=2)[CH:10]=1)([CH3:4])([CH3:3])[CH3:2].Cl.[N:32]1[CH:37]=[CH:36][CH:35]=[C:34]([S:38](Cl)(=[O:40])=[O:39])[CH:33]=1>>[C:1]([O:5][C:6](=[O:30])[CH2:7][O:8][C:9]1[CH:14]=[CH:13][CH:12]=[C:11]([CH2:15][N:16]([CH2:17][C:18]2[CH:19]=[CH:20][C:21]([C:24]3[CH:29]=[N:28][CH:27]=[CH:26][N:25]=3)=[CH:22][CH:23]=2)[S:38]([C:34]2[CH:33]=[N:32][CH:37]=[CH:36][CH:35]=2)(=[O:40])=[O:39])[CH:10]=1)([CH3:4])([CH3:2])[CH3:3] |f:1.2|. Procedure details: The title compound of Step B was prepared from {3-[(4-pyrazin-2-yl-benzylamino)-methyl]-phenoxy}-acetic acid tert-butyl ester of Step A and pyridine-3-sulfonyl chloride hydrochloride, of Preparation 2, following the method described in Example 3, Step B. 1H NMR (400 MHz, CDCl3) δ 9.05 (s, 1H), 8.97 (m, 1H), 8.78 (m, 1H), 8.60 (m, 1H), 8.50 (d, 1H), 8.03 (m, 1H), 7.88 (m, 2H), 7.42 (m, 1H), 7.23 (m, 2H), 7.13 (m, 1H), 6.66 (m, 1H), 6.65 (m, 2H), 4.43 (s, 2H), 4.39 (s, 2H), 4.35 (s, 2H), 1.47 (s, ... Reactants: ClCCl, CN(C)C=O, CCOc1ccc(C(C(=O)O)C(C)C)cc1F, O=S(Cl)Cl. Product: CCOc1ccc(C(C(=O)Cl)C(C)C)cc1F. RXN SMILES: [CH2:27]([Cl:28])[Cl:29].[CH3:18][N:19]([CH3:20])[CH:21]=[O:22].[F:1][c:2]1[cH:3][c:4]([CH:11]([C:12](=[O:13])[OH:14])[CH:15]([CH3:16])[CH3:17])[cH:5][cH:6][c:7]1[O:8][CH2:9][CH3:10].[S:23]([Cl:24])([Cl:25])=[O:26]>>[F:1][c:2]1[cH:3][c:4]([CH:11]([C:12](=[O:13])[Cl:25])[CH:15]([CH3:16])[CH3:17])[cH:5][cH:6][c:7]1[O:8][CH2:9][CH3:10].